From a dataset of the Open Reaction Database (ORD), a public repository of structured organic reaction records. describe an organic reaction: reactants, conditions, products, and yield Reactants: NC=1C=C(C=CC1)C=1C=CC(NN1)=O (6-(3-aminophenyl)-3(2H)-pyridazinone), C(C)(=O)OC(C)=O (acetic anhydride). Yields the product O=C1C=CC(=NN1)C=1C=C(C=CC1)NC(C)=O (N-[3-(1,6-Dihydro-6-oxo-3-pyridazinyl)phenyl]acetamide). Reaction SMILES: [NH2:1][C:2]1[CH:3]=[C:4]([C:8]2[CH:9]=[CH:10][C:11](=[O:14])[NH:12][N:13]=2)[CH:5]=[CH:6][CH:7]=1.[C:15](OC(=O)C)(=[O:17])[CH3:16]>>[O:14]=[C:11]1[NH:12][N:13]=[C:8]([C:4]2[CH:3]=[C:2]([NH:1][C:15](=[O:17])[CH3:16])[CH:7]=[CH:6][CH:5]=2)[CH:9]=[CH:10]1. Procedure: A mixture of 37 g of 6-(3-aminophenyl)-3(2H)-pyridazinone and 500 ml of acetic anhydride was heated at 85°-90° C. for 8 hours. The solvent was removed in vacuo and the residue dissolved in 500 ml of methanol. To this solution was added portionwise 40 g of potassium hydroxide. The solution was refluxed for 3 hours and the solvent removed in vacuo. The residue was dissolved in water and the solution neutralized with hydrochloric acid. The resulting solid was collected and recrystallized from dichl... Reactants: Cl.CN(C)CCCCl (N,N-dimethyl-3-chloropropylamine hydrochloride), ClC1=C(C=CC=C1)C1=NCC(NC2=C1C=C(C=C2)Cl)=S (1,3-dihydro-5-(2-chlorophenyl)-7-chloro-2H-1,4-benzodiazepine-2-thione), [OH-].[K+] (potassium hydroxide), O1CCCC1 (tetrahydrofuran). Reagents/catalysts: [Cl-].C(C1=CC=CC=C1)[N+](CC)(CC)CC (benzyltriethylammonium chloride). Solvent: O (water). Conditions: temperature 40 celsius, time 4 hour. Yields the product CN(CCCSC1=NC2=C(C(=NC1)C1=C(C=CC=C1)Cl)C=C(C=C2)Cl)C (2-(3-dimethylaminopropylthio)-5-(2-chlorophenyl)-7-chloro-3H-1,4-benzodiazepine). RXN SMILES: [Cl:1][C:2]1[CH:7]=[CH:6][CH:5]=[CH:4][C:3]=1[C:8]1[C:14]2[CH:15]=[C:16]([Cl:19])[CH:17]=[CH:18][C:13]=2[NH:12][C:11](=[S:20])[CH2:10][N:9]=1.[OH-].[K+].O1CCCC1.Cl.[CH3:29][N:30]([CH2:32][CH2:33][CH2:34]Cl)[CH3:31]>[Cl-].C([N+](CC)(CC)CC)C1C=CC=CC=1.O>[CH3:29][N:30]([CH3:31])[CH2:32][CH2:33][CH2:34][S:20][C:11]1[CH2:10][N:9]=[C:8]([C:3]2[CH:4]=[CH:5][CH:6]=[CH:7][C:2]=2[Cl:1])[C:14]2[CH:15]=[C:16]([Cl:19])[CH:17]=[CH:18][C:13]=2[N:12]=1 |f:1.2,4.5,6.7|. Reported procedure: To a solution of 3.2 g of 1,3-dihydro-5-(2-chlorophenyl)-7-chloro-2H-1,4-benzodiazepine-2-thione in a solvent mixture comprising 17 ml of a 10% aqueous potassium hydroxide solution and 1.2 ml of tetrahydrofuran are added at room temperature with stirring 1.75 g of N,N-dimethyl-3-chloropropylamine hydrochloride and 100 mg of benzyltriethylammonium chloride, and the resulting mixture is stirred on a water bath at 40° C. for 4 hours. The reaction mixture is diluted with water and extracted with eth... Starting materials: Cc1ccc(OB([O-])[O-])cc1, CN1CCC(C(=O)OC(C)(C)C)=Cc2cc(Br)ccc21, O=C([O-])[O-], CCO, CCOC(C)=O, [K+], [K+], O, Cc1ccccc1. Yields the product Cc1ccc(-c2ccc3c(c2)C=C(C(=O)OC(C)(C)C)CCN3C)cc1. As a reaction SMILES: [B:1]([O-:2])([O-:10])[O:11][c:3]1[cH:4][cH:5][c:6]([CH3:9])[cH:7][cH:8]1.[Br:12][c:13]1[cH:14][cH:15][c:16]2[c:17]([cH:31]1)[CH:18]=[C:19]([C:24](=[O:25])[O:26][C:27]([CH3:28])([CH3:29])[CH3:30])[CH2:20][CH2:21][N:22]2[CH3:23].[C:32](=[O:33])([O-:34])[O-:35].[CH2:45]([OH:46])[CH3:47].[CH3:49][CH2:50][O:51][C:52](=[O:53])[CH3:54].[K+:36].[K+:37].[OH2:48].[c:38]1([CH3:39])[cH:40][cH:41][cH:42][cH:43][cH:44]1>>[c:3]1(-[c:13]2[cH:14][cH:15][c:16]3[c:17]([cH:31]2)[CH:18]=[C:19]([C:24](=[O:25])[O:26][C:27]([CH3:28])([CH3:29])[CH3:30])[CH2:20][CH2:21][N:22]3[CH3:23])[cH:4][cH:5][c:6]([CH3:9])[cH:7][cH:8]1. The reactants are ClCc1nnc2n1-c1ccc(Br)cc1C(c1ccccn1)=NC2, CNO, CN(C)C=O, [H-], [Na+]. Product: CN(O)Cc1nnc2n1-c1ccc(Br)cc1C(c1ccccn1)=NC2. RXN SMILES: [Br:6][c:7]1[cH:8][cH:9][c:10]2[c:11]([cH:28]1)[C:12]([c:22]1[n:23][cH:24][cH:25][cH:26][cH:27]1)=[N:13][CH2:14][c:15]1[n:16]-2[c:17]([CH2:20][Cl:21])[n:18][n:19]1.[CH3:1][NH:2][OH:3].[CH3:29][N:30]([CH3:31])[CH:32]=[O:33].[H-:4].[Na+:5]>>[CH3:1][N:2]([OH:3])[CH2:20][c:17]1[n:16]2[c:15]([n:19][n:18]1)[CH2:14][N:13]=[C:12]([c:22]1[n:23][cH:24][cH:25][cH:26][cH:27]1)[c:11]1[c:10]-2[cH:9][cH:8][c:7]([Br:6])[cH:28]1.